Dataset: the Open Reaction Database (ORD), a public repository of structured organic reaction records. Task: describe an organic reaction: reactants, conditions, products, and yield Reactants: OC(CCC)C1=C(C=C(C(=O)OC)C=C1)C ((+/−)-methyl 4-(1-hydroxybutyl)-3-methylbenzoate). Reagents/catalysts: [O-2].[O-2].[Mn+4] (manganese dioxide). Run in ClCCl (dichloromethane). Run at temperature 30 celsius, time 8 hour. Product: C(CCC)(=O)C1=C(C=C(C(=O)OC)C=C1)C (methyl 4-butyryl-3-methylbenzoate). Yield: 32.9%. Reaction SMILES: [OH:1][CH:2]([C:6]1[CH:15]=[CH:14][C:9]([C:10]([O:12][CH3:13])=[O:11])=[CH:8][C:7]=1[CH3:16])[CH2:3][CH2:4][CH3:5]>ClCCl.[O-2].[O-2].[Mn+4]>[C:2]([C:6]1[CH:15]=[CH:14][C:9]([C:10]([O:12][CH3:13])=[O:11])=[CH:8][C:7]=1[CH3:16])(=[O:1])[CH2:3][CH2:4][CH3:5] |f:2.3.4|. Procedure details: To a solution of (+/−)-methyl 4-(1-hydroxybutyl)-3-methylbenzoate (0.8 g, 4 mmol) in dichloromethane (15 mL) was added manganese dioxide (3.13 g, 36.0 mmol). The reaction was stirred at 30° C. overnight. TLC showed starting material remained and the reaction was heated to reflux for 5 hours. The reaction was cooled to room temperature and filtered through Celite. The filtrate was concentrated and purified by flash column chromatography to give methyl 4-butyryl-3-methylbenzoate (290 mg) as an oil... Reactants: C1(CCCCC1)NC1=CC=CC=C1 (N-cyclohexylaniline), C(C1=CC=CC=C1)N=C=S (benzyl isothiocyanate). The reagents and catalysts are CN(C1=CC=NC=C1)C (4-(dimethylamino)pyridine). Run in C(C)#N (acetonitrile). Run at time 16 hour. Yields the product C1(CCCCC1)N(C1=CC=CC=C1)C(=S)NCC1=CC=CC=C1 ((cyclohexylphenylamino)-N-benzylthiocarboxamide). RXN SMILES: [CH:1]1([NH:7][C:8]2[CH:13]=[CH:12][CH:11]=[CH:10][CH:9]=2)[CH2:6][CH2:5][CH2:4][CH2:3][CH2:2]1.[CH2:14]([N:21]=[C:22]=[S:23])[C:15]1[CH:20]=[CH:19][CH:18]=[CH:17][CH:16]=1>C(#N)C.CN(C)C1C=CN=CC=1>[CH:8]1([N:7]([C:22]([NH:21][CH2:14][C:15]2[CH:20]=[CH:19][CH:18]=[CH:17][CH:16]=2)=[S:23])[C:1]2[CH:6]=[CH:5][CH:4]=[CH:3][CH:2]=2)[CH2:13][CH2:12][CH2:11][CH2:10][CH2:9]1. Procedure: To a solution of N-cyclohexylaniline (0.1 ml, 0.57 mmol) in acetonitrile (4 ml) was added a catalytic amount of 4-(dimethylamino)pyridine (5 mg, 0.04 mmol). To this mixture was added benzyl isothiocyanate (0.11 ml, 0.83 mmol) dropwise, and the mixture was stirred at room temperature for 16 hours. The solvent was removed under reduced pressure, and the residue purified on preparative silica gel plates, developing with 20% ethyl acetate/hexanes, to furnish (cyclohexylphenylamino)-N-benzylthiocarbo... Starting materials: COC[C@]12CCC(C=C1CC[C@H]1[C@@H]3CCC([C@@]3(C)CC[C@H]21)=O)=O (19-methoxyandrost-4-ene-3,17-dione), OC[C@]12[C@@H](CC(C=C1CC[C@H]1[C@@H]3CCC([C@@]3(C)CC[C@H]21)=O)=O)C (19-hydroxy-1β-methyl-4-androstene-3,17-dione), OC[C@]12CCC(C=C1[C@H](C[C@H]1[C@@H]3CCC([C@@]3(C)CC[C@H]21)=O)C)=O (19-hydroxy-6α-methyl-4-androstene-3,17-dione). Product: COC[C@]12[C@@H](CC(C=C1CC[C@H]1[C@@H]3CCC([C@@]3(C)CC[C@H]21)=O)=O)C (19-methoxy-1β-methyl-4-androstene-3,17-dione), COC[C@]12CCC(C=C1[C@H](C[C@H]1[C@@H]3CCC([C@@]3(C)CC[C@H]21)=O)C)=O (19-methoxy-6α-methyl-4-androstene-3,17-dione). As a reaction SMILES: [OH:1][CH2:2][C@@:3]12[C@@H:20]3[C@H:11]([C@H:12]4[C@@:16]([CH2:18][CH2:19]3)([CH3:17])[C:15](=[O:21])[CH2:14][CH2:13]4)[CH2:10][CH2:9][C:8]1=[CH:7][C:6](=[O:22])[CH2:5][C@H:4]2[CH3:23].[OH:24][CH2:25][C@@:26]12[C@@H:43]3[C@H:34]([C@H:35]4[C@@:39]([CH2:41][CH2:42]3)([CH3:40])[C:38](=[O:44])[CH2:37][CH2:36]4)[CH2:33][C@H:32]([CH3:45])[C:31]1=[CH:30][C:29](=[O:46])[CH2:28][CH2:27]2.[CH3:47]OC[C@@]12[C@@H]3[C@H]([C@H]4[C@@](CC3)(C)C(=O)CC4)CCC1=CC(=O)CC2>>[CH3:25][O:1][CH2:2][C@@:3]12[C@@H:20]3[C@H:11]([C@H:12]4[C@@:16]([CH2:18][CH2:19]3)([CH3:17])[C:15](=[O:21])[CH2:14][CH2:13]4)[CH2:10][CH2:9][C:8]1=[CH:7][C:6](=[O:22])[CH2:5][C@H:4]2[CH3:23].[CH3:47][O:24][CH2:25][C@@:26]12[C@@H:43]3[C@H:34]([C@H:35]4[C@@:39]([CH2:41][CH2:42]3)([CH3:40])[C:38](=[O:44])[CH2:37][CH2:36]4)[CH2:33][C@H:32]([CH3:45])[C:31]1=[CH:30][C:29](=[O:46])[CH2:28][CH2:27]2. Reported procedure: Using essentially the same procedure but substituting 19-hydroxy-1β-methyl-4-androstene-3,17-dione and 19-hydroxy-6α-methyl-4-androstene-3,17-dione for the 19-hydroxyandrost-4-ene-3,17-dione above results in the formation of 19-methoxy-1β-methyl-4-androstene-3,17-dione and 19-methoxy-6α-methyl-4-androstene-3,17-dione. Starting materials: C(CCl)Cl (EDC), intermediate 56, ON1N=NC2=C1N=CC=C2 (1-hydroxy-7-azabenzotriazole), C1(CCC1)N1N=C(C2=C1N=C(C=C2C(=O)O)C2CC2)C (1-cyclobutyl-6-cyclopropyl-3-methyl-1H-pyrazolo[3,4-b]pyridine-4-carboxylic acid), NCC=1C(NC(=CC1C)C)=O (3-(aminomethyl)-4,6-dimethyl-2(1H)-pyridinone), CN1CCOCC1 (N-methylmorpholine). The solvent is CS(=O)C (DMSO). Yields the product C1(CCC1)N1N=C(C2=C1N=C(C=C2C(=O)NCC=2C(NC(=CC2C)C)=O)C2CC2)C (1-Cyclobutyl-6-cyclopropyl-N-[(4,6-dimethyl-2-oxo-1,2-dihydro-3-pyridinyl)methyl]-3-methyl-1H-pyrazolo[3,4-b]pyridine-4-carboxamide). Reaction SMILES: [CH:1]1([N:5]2[C:9]3[N:10]=[C:11]([CH:17]4[CH2:19][CH2:18]4)[CH:12]=[C:13]([C:14](O)=[O:15])[C:8]=3[C:7]([CH3:20])=[N:6]2)[CH2:4][CH2:3][CH2:2]1.[NH2:21][CH2:22][C:23]1[C:24](=[O:31])[NH:25][C:26]([CH3:30])=[CH:27][C:28]=1[CH3:29].ON1C2N=CC=CC=2N=N1.C(Cl)CCl.CN1CCOCC1>CS(C)=O>[CH:1]1([N:5]2[C:9]3[N:10]=[C:11]([CH:17]4[CH2:18][CH2:19]4)[CH:12]=[C:13]([C:14]([NH:21][CH2:22][C:23]4[C:24](=[O:31])[NH:25][C:26]([CH3:30])=[CH:27][C:28]=4[CH3:29])=[O:15])[C:8]=3[C:7]([CH3:20])=[N:6]2)[CH2:4][CH2:3][CH2:2]1. Reported procedure: The title compound was prepared in the same manner as described for intermediate 56 using 1-cyclobutyl-6-cyclopropyl-3-methyl-1H-pyrazolo[3,4-b]pyridine-4-carboxylic acid (164 mg, 0.604 mmol), 3-(aminomethyl)-4,6-dimethyl-2(1H)-pyridinone (129 mg, 0.846 mmol), 1-hydroxy-7-azabenzotriazole (165 mg, 1.209 mmol), EDC (232 mg, 1.209 mmol), N-methylmorpholine (0.266 mL, 2.418 mmol), and DMSO (10 mL). The final product was collected as 0.240 g (98%). LCMS E-S (M+H)=406.3. 1H NMR (400 MHz, DMSO-d6) δ p...